This data is from the Open Reaction Database (ORD), a public repository of structured organic reaction records. The task is: describe an organic reaction: reactants, conditions, products, and yield Reactants: [H-].[Na+] (Sodium hydride), ClC1=CC=C(C(=O)C=2C=C3C(=CC(NC3=CC2)=O)C2=CC(=CC=C2)Cl)C=C1 (6-(4-chlorobenzoyl)-4-(3-chlorophenyl)-2(1H)-quinolinone), COCCCl (2-Chloroethyl methyl ether). Solvent: CS(=O)C (dimethyl sulfoxide). Reaction conditions: time 30 minute. The product is ClC1=CC=C(C(=O)C=2C=C3C(=CC(N(C3=CC2)CCOC)=O)C2=CC(=CC=C2)Cl)C=C1 (6-(4-chlorobenzoyl)-4-(3-chlorophenyl)-1-(2-methoxyethyl)-2(1H)-quinolinone). Yield: 36.0%. RXN SMILES: [H-].[Na+].[Cl:3][C:4]1[CH:29]=[CH:28][C:7]([C:8]([C:10]2[CH:11]=[C:12]3[C:17](=[CH:18][CH:19]=2)[NH:16][C:15](=[O:20])[CH:14]=[C:13]3[C:21]2[CH:26]=[CH:25][CH:24]=[C:23]([Cl:27])[CH:22]=2)=[O:9])=[CH:6][CH:5]=1.[CH3:30][O:31][CH2:32][CH2:33]Cl>CS(C)=O>[Cl:3][C:4]1[CH:5]=[CH:6][C:7]([C:8]([C:10]2[CH:11]=[C:12]3[C:17](=[CH:18][CH:19]=2)[N:16]([CH2:33][CH2:32][O:31][CH3:30])[C:15](=[O:20])[CH:14]=[C:13]3[C:21]2[CH:26]=[CH:25][CH:24]=[C:23]([Cl:27])[CH:22]=2)=[O:9])=[CH:28][CH:29]=1 |f:0.1|. Procedure details: Sodium hydride (601 g) was added portionwise under N2 flow to a solution of interm. (9-d) (15 g) in dimethyl sulfoxide (200 ml). The mixture was stirred at room temperature for 30 minutes. 2-Chloroethyl methyl ether (25.2 ml) was added. The mixture was stirred at 50° C. for 72 hours, poured out on ice and extracted with ethyl acetate. The organic layer was separated, washed with water, dried (MgSO4), filtered and the solvent was evaporated. The residue was purified by column chromatography over ... The reactants are Brc1ccc2ccc(-c3ccccc3)nc2c1, C1CCCCC1, [Li]C(C)CC, NC(c1ccccc1)c1ccccc1, CN(C)C=O. Yields the product C(=NC(c1ccccc1)c1ccccc1)c1ccc2ccc(-c3ccccc3)nc2c1. RXN SMILES: [Br:1][c:2]1[cH:3][cH:4][c:5]2[cH:6][cH:7][c:8](-[c:12]3[cH:13][cH:14][cH:15][cH:16][cH:17]3)[n:9][c:10]2[cH:11]1.[CH2:23]1[CH2:24][CH2:25][CH2:26][CH2:27][CH2:28]1.[CH:18]([Li:19])([CH2:20][CH3:21])[CH3:22].[NH2:34][CH:35]([c:36]1[cH:37][cH:38][cH:39][cH:40][cH:41]1)[c:42]1[cH:43][cH:44][cH:45][cH:46][cH:47]1.[O:29]=[CH:30][N:31]([CH3:32])[CH3:33]>>[c:2]1([CH:18]=[N:34][CH:35]([c:36]2[cH:37][cH:38][cH:39][cH:40][cH:41]2)[c:42]2[cH:43][cH:44][cH:45][cH:46][cH:47]2)[cH:3][cH:4][c:5]2[cH:6][cH:7][c:8](-[c:12]3[cH:13][cH:14][cH:15][cH:16][cH:17]3)[n:9][c:10]2[cH:11]1.